This data is from the Open Reaction Database (ORD), a public repository of structured organic reaction records. The task is: describe an organic reaction: reactants, conditions, products, and yield Starting materials: C(C)(C)(C)C1=CC(C=C(C1=O)C(C)(C)C)=O (3,5-di-tertiary-butyl-p-benzoquinone), C(C)OC=1C=C(N)C=CC1 (m-ethoxyaniline), B(F)(F)F.CCOCC (boron trifluoride etherate). Solvent: O1CCCC1 (tetrahydrofuran). The product is C(C)(C)(C)C=1C(C(=CC(C1)=NC1=CC(=CC=C1)OCC)C(C)(C)C)=O (2,6-di-tertiary-butyl-4-(3'-ethoxyphenylimino)-2,5-cyclohexadiene-1-one). Yield: 2.7%. Reaction SMILES: [C:1]([C:5]1[C:10](=[O:11])[C:9]([C:12]([CH3:15])([CH3:14])[CH3:13])=[CH:8][C:7](=O)[CH:6]=1)([CH3:4])([CH3:3])[CH3:2].[CH2:17]([O:19][C:20]1[CH:21]=[C:22]([CH:24]=[CH:25][CH:26]=1)[NH2:23])[CH3:18].B(F)(F)F.CCOCC>O1CCCC1>[C:1]([C:5]1[C:10](=[O:11])[C:9]([C:12]([CH3:15])([CH3:14])[CH3:13])=[CH:8][C:7](=[N:23][C:22]2[CH:24]=[CH:25][CH:26]=[C:20]([O:19][CH2:17][CH3:18])[CH:21]=2)[CH:6]=1)([CH3:4])([CH3:3])[CH3:2] |f:2.3|. Reported procedure: A mixture of 22.0 g (0.10 mole) of 3,5-di-tertiary-butyl-p-benzoquinone, 15.1 g (0.11 mole) of m-ethoxyaniline, 125 ml of tetrahydrofuran and 1 ml of boron trifluoride etherate was heated at reflux for about 40 hours. The reaction mixture was evaporated to give an oil which was partitioned between hexane and 10% hydrochloric acid. The hexane phase was dried by filtering through Whatman IPS phase separation filter paper, then evaporated to give a solid. This solid was triturated with hexane, coll... Starting materials: CC1CCCCC1=O, O=Cc1ccccc1, [Na+], [OH-], O. Yields the product CC1CCCC(=Cc2ccccc2)C1=O. Reaction SMILES: [CH3:1][CH:2]1[C:3](=[O:8])[CH2:4][CH2:5][CH2:6][CH2:7]1.[CH:9](=[O:10])[c:11]1[cH:12][cH:13][cH:14][cH:15][cH:16]1.[Na+:18].[OH-:17].[OH2:19]>>[CH3:1][CH:2]1[C:3](=[O:8])[C:4](=[CH:9][c:11]2[cH:12][cH:13][cH:14][cH:15][cH:16]2)[CH2:5][CH2:6][CH2:7]1. Starting materials: CC1(C)CCCC(NC(=O)Nc2cnc3c(ccn3COCC[Si](C)(C)C)n2)C1, CC(=O)O, Cl, [Na+], [OH-], O. Yields the product CC1(C)CCCC(NC(=O)Nc2cnc3[nH]ccc3n2)C1. RXN SMILES: [CH3:1][C:2]1([CH3:29])[CH2:3][CH:4]([NH:8][C:9](=[O:10])[NH:11][c:12]2[n:13][c:14]3[c:15]([n:16][cH:17]2)[n:18]([CH2:21][O:22][CH2:23][CH2:24][Si:25]([CH3:26])([CH3:27])[CH3:28])[cH:19][cH:20]3)[CH2:5][CH2:6][CH2:7]1.[CH3:30][C:31](=[O:32])[OH:33].[ClH:36].[Na+:35].[OH-:34].[OH2:37]>>[CH3:1][C:2]1([CH3:29])[CH2:3][CH:4]([NH:8][C:9](=[O:10])[NH:11][c:12]2[n:13][c:14]3[c:15]([n:16][cH:17]2)[nH:18][cH:19][cH:20]3)[CH2:5][CH2:6][CH2:7]1. Reactants: ON=C(C)N (N′-hydroxyethanimidamide), C(C#C)(=O)OC (methyl propiolate). The solvent is CO (methanol). The product is CC=1NC(=CN1)C(=O)OC (methyl 2-methyl-1H-imidazole-5-carboxylate). As a reaction SMILES: O[N:2]=[C:3]([NH2:5])[CH3:4].[C:6]([O:10][CH3:11])(=[O:9])[C:7]#[CH:8]>CO>[CH3:4][C:3]1[NH:5][C:7]([C:6]([O:10][CH3:11])=[O:9])=[CH:8][N:2]=1. Reported procedure: A solution of N′-hydroxyethanimidamide (65 g, 880 mmol) in anhydrous methanol (2 L) was treated with methyl propiolate (100 g, 1.19 mol), and the reaction was heated at reflux for 4 hours. The reaction mixture was concentrated in vacuo, and the residue was diluted with diphenyl ether (1 L) and heated at reflux for 4 hours. The hot solution was filtered, and the filtrate was cooled to room temperature and diluted with hexanes (2 L). The resulting solid was washed with diethyl ether (1 L), to affo... The reactants are O=C(O)c1ccc(Br)cc1F, CC(C)(C)OC(=O)N1CCNCC1. The product is CC(C)(C)OC(=O)N1CCN(C(=O)c2ccc(Br)cc2F)CC1. Reaction SMILES: [Br:1][c:2]1[cH:3][c:4]([F:11])[c:5]([C:6](=[O:7])[OH:8])[cH:9][cH:10]1.[C:12]([CH3:13])([CH3:14])([CH3:15])[O:16][C:17](=[O:18])[N:19]1[CH2:20][CH2:21][NH:22][CH2:23][CH2:24]1>>[Br:1][c:2]1[cH:3][c:4]([F:11])[c:5]([C:6](=[O:8])[N:22]2[CH2:21][CH2:20][N:19]([C:17]([O:16][C:12]([CH3:13])([CH3:14])[CH3:15])=[O:18])[CH2:24][CH2:23]2)[cH:9][cH:10]1. Starting materials: C(C1=CC=CC=C1)SC1=NN(C(=N1)O)C1=CC=CC=C1 (3-Benzylthio-5-hydroxy-1-phenyl-1,2,4-triazole), F[B-](F)(F)F.C[O+](C)C (trimethyloxonium tetrafluoroborate), O (water). The solvent is ClCCl (dichloromethane). Run at time 18 hour. Yields the product C(C1=CC=CC=C1)SC1=NN(C(=N1)OC)C1=CC=CC=C1 (3-Benzylthio-5-methoxy-1-phenyl-1,2,4-triazole). The yield is 51.5%. As a reaction SMILES: [CH2:1]([S:8][C:9]1[N:13]=[C:12]([OH:14])[N:11]([C:15]2[CH:20]=[CH:19][CH:18]=[CH:17][CH:16]=2)[N:10]=1)[C:2]1[CH:7]=[CH:6][CH:5]=[CH:4][CH:3]=1.F[B-](F)(F)F.[CH3:26][O+](C)C.O>ClCCl>[CH2:1]([S:8][C:9]1[N:13]=[C:12]([O:14][CH3:26])[N:11]([C:15]2[CH:20]=[CH:19][CH:18]=[CH:17][CH:16]=2)[N:10]=1)[C:2]1[CH:3]=[CH:4][CH:5]=[CH:6][CH:7]=1 |f:1.2|. Procedure: 3-Benzylthio-5-hydroxy-1-phenyl-1,2,4-triazole (15 g) in dichloromethane (60 ml) was treated with trimethyloxonium tetrafluoroborate (15.7 g) and allowed to stand for 18 hours at room temperature. The reaction mixture was poured into water (200 ml) and the aqueous layer was washed with dichloromethane (2×100 ml). The dried organic layer was evaporated and then purified by column chromatography (silica/petroleum ether:ether), to give 8.1 g of the desired product. Starting materials: CC(CO)(C)C1=CC=C(C=C1)[N+](=O)[O-] (2-methyl-2-(4-nitro-phenyl)-propan-1-ol), O (H2O), [H-].[Na+] (NaH), CI (MeI). Run in C1CCOC1 (THF). Reaction conditions: temperature 0 celsius, time 20 minute. Yields the product COCC(C)(C)C1=CC=C(C=C1)[N+](=O)[O-] (1-(2-methoxy-1,1-dimethyl-ethyl)-4-nitro-benzene). Reaction SMILES: [CH3:1][C:2]([C:6]1[CH:11]=[CH:10][C:9]([N+:12]([O-:14])=[O:13])=[CH:8][CH:7]=1)([CH3:5])[CH2:3][OH:4].[H-].[Na+].[CH3:17]I.O>C1COCC1>[CH3:17][O:4][CH2:3][C:2]([C:6]1[CH:11]=[CH:10][C:9]([N+:12]([O-:14])=[O:13])=[CH:8][CH:7]=1)([CH3:1])[CH3:5] |f:1.2|. Reported procedure: To a stirred solution of 2-methyl-2-(4-nitro-phenyl)-propan-1-ol (prepared by the method described in WO02/66470) (200 mg, 1 mmol) in THF (15 mL) was added NaH (43 mg, 60% in oil) at 0° C. The mixture was stirred at 0° C. for 20 min, MeI (0.22 mL, 1.5 mmol) was added and the mixture was stirred for 2 h at 0° C. then overnight at RT. H2O was added and the mixture was extracted with EtOAc. The organic phase was dried, filtered and evaporated to give 1-(2-methoxy-1,1-dimethyl-ethyl)-4-nitro-benzene...